This data is from the Open Reaction Database (ORD), a public repository of structured organic reaction records. The task is: describe an organic reaction: reactants, conditions, products, and yield Starting materials: COC=1C=C(C=C(C1OC)[N+](=O)[O-])C(=O)C=1NC2=C(N1)C=CC=C2 (2-benzimidazolyl (3,4-dimethoxy-5-nitrophenyl) ketone), Cl.N1=CC=CC=C1 (pyridine hydrochloride), ice water. Product: OC=1C=C(C=C(C1O)[N+](=O)[O-])C(=O)C=1NC2=C(N1)C=CC=C2 (2-benzimidazolyl (3,4-dihydroxy-5-nitrophenyl) ketone). RXN SMILES: C[O:2][C:3]1[CH:4]=[C:5]([C:14]([C:16]2[NH:17][C:18]3[CH:24]=[CH:23][CH:22]=[CH:21][C:19]=3[N:20]=2)=[O:15])[CH:6]=[C:7]([N+:11]([O-:13])=[O:12])[C:8]=1[O:9]C.Cl.N1C=CC=CC=1>>[OH:2][C:3]1[CH:4]=[C:5]([C:14]([C:16]2[NH:20][C:19]3[CH:21]=[CH:22][CH:23]=[CH:24][C:18]=3[N:17]=2)=[O:15])[CH:6]=[C:7]([N+:11]([O-:13])=[O:12])[C:8]=1[OH:9] |f:1.2|. Procedure details: 1.0 g of 2-benzimidazolyl (3,4-dimethoxy-5-nitrophenyl) ketone and 8.0 g of pyridine hydrochloride are held at 200° for 60 minutes. The dark solution is poured while still warm into ice-water and extracted three times with 100 ml of ethyl acetate each time. The organic phase is washed with water, dried over sodium sulfate and evaporated. After recrystallization from ethyl acetate/hexane, there is obtained 2-benzimidazolyl (3,4-dihydroxy-5-nitrophenyl) ketone in the form of yellow crystals of m.p... The reactants are Cl.Cl.BrC=1C=C(C=NC1)N1CCN2CCC1C2 (4-(5-Bromo-pyridin-3-yl)-1,4-diaza-bicyclo[3.2.1]octane dihydrochoride), C1(=CC=CC=C1)B(O)O (phenylboronic acid), C([O-])([O-])=O.[Na+].[Na+] (sodium carbonate). Reagents/catalysts: C=1C=CC(=CC1)[P](C=2C=CC=CC2)(C=3C=CC=CC3)[Pd]([P](C=4C=CC=CC4)(C=5C=CC=CC5)C=6C=CC=CC6)([P](C=7C=CC=CC7)(C=8C=CC=CC8)C=9C=CC=CC9)[P](C=1C=CC=CC1)(C=1C=CC=CC1)C=1C=CC=CC1 (tetrakis(triphenylphosphine)palladium(0)). Solvent: CCO (EtOH), O (water), O (water). Run at time 3 hour. The product is Cl.Cl.C1(=CC=CC=C1)C=1C=C(C=NC1)N1CCN2CCC1C2 (4-(5-Phenyl-pyridin-3-yl)-1,4-diaza-bicyclo[3.2.1]octane dihydrochloride). Isolated yield 157.7%. Reaction SMILES: [ClH:1].Cl.Br[C:4]1[CH:5]=[C:6]([N:10]2[CH:16]3[CH2:17][N:13]([CH2:14][CH2:15]3)[CH2:12][CH2:11]2)[CH:7]=[N:8][CH:9]=1.[C:18]1(B(O)O)[CH:23]=[CH:22][CH:21]=[CH:20][CH:19]=1.C(=O)([O-])[O-].[Na+].[Na+]>CCO.O.C1C=CC([P]([Pd]([P](C2C=CC=CC=2)(C2C=CC=CC=2)C2C=CC=CC=2)([P](C2C=CC=CC=2)(C2C=CC=CC=2)C2C=CC=CC=2)[P](C2C=CC=CC=2)(C2C=CC=CC=2)C2C=CC=CC=2)(C2C=CC=CC=2)C2C=CC=CC=2)=CC=1>[ClH:1].[ClH:1].[C:18]1([C:4]2[CH:5]=[C:6]([N:10]3[CH:16]4[CH2:17][N:13]([CH2:14][CH2:15]4)[CH2:12][CH2:11]3)[CH:7]=[N:8][CH:9]=2)[CH:23]=[CH:22][CH:21]=[CH:20][CH:19]=1 |f:0.1.2,4.5.6,10.11.12,^1:40,42,61,80|. Reported procedure: 4-(5-Bromo-pyridin-3-yl)-1,4-diaza-bicyclo[3.2.1]octane dihydrochoride (50 mg, 0.15 mmol) was added to a mixture of phenylboronic acid (25 mg, 0.20 mmol), tetrakis(triphenylphosphine)palladium(0) (7 mg, 0.006 mmol), sodium carbonate (63 mg, 0.60 mmol) in EtOH (5 mL) and water (5 mL). The reaction mixture was placed in an oil bath at 80° C. for 3 h, and then 60° C. for 18 h. The mixture was cooled to RT, diluted with water (10 mL) and extracted with EtOAc (3×15 mL). The combined organic extracts ... Reactants: Cc1nc2ccccc2s1, CC(=O)OC(C)=O, O=Cc1cc([N+](=O)[O-])ccc1Cl. Product: O=[N+]([O-])c1ccc(Cl)c(C=Cc2nc3ccccc3s2)c1. Reaction SMILES: [CH3:13][c:14]1[s:15][c:16]2[c:17]([n:18]1)[cH:19][cH:20][cH:21][cH:22]2.[CH3:23][C:24]([O:25][C:26](=[O:27])[CH3:28])=[O:29].[Cl:1][c:2]1[c:3]([CH:4]=[O:5])[cH:6][c:7]([N+:10](=[O:11])[O-:12])[cH:8][cH:9]1>>[Cl:1][c:2]1[c:3]([CH:4]=[CH:13][c:14]2[s:15][c:16]3[c:17]([n:18]2)[cH:19][cH:20][cH:21][cH:22]3)[cH:6][c:7]([N+:10](=[O:11])[O-:12])[cH:8][cH:9]1. The reactants are N(=NC(C(=O)[O-])(CC)C)C(C(=O)[O-])(CC)C (2,2′-azobis(methyl 2-methylpropionate)), C(C(=C)C)(=O)OC(C)OCC (1-ethoxyethyl methacrylate), C(C(=C)C)(=O)OCC(CC)C1COC1 (2-(3-oxacyclobutyl)butyl methacrylate), C(C(=C)C)(=O)OCC1=CC=CC=C1 (benzyl methacrylate). Solvent: C(C(C)C)C(=O)C (methyl isobutyl ketone), CCCCCCC (heptane). Conditions: time 6 hour. Yields the product C(C)(=O)OC(COC)C (propylene glycol monomethyl ether acetate), C(C(=C)C)(=O)OC(C)OCC.C(C(=C)C)(=O)OCC(CC)C1COC1.C(C(=C)C)(=O)OCC1=CC=CC=C1 (1-ethoxyethyl methacrylate 2-(3-oxacyclobutyl)butyl methacrylate benzyl methacrylate). Reaction SMILES: [C:1]([O:6][CH:7]([O:9][CH2:10][CH3:11])[CH3:8])(=[O:5])[C:2]([CH3:4])=[CH2:3].[C:12]([O:17][CH2:18][CH:19]([CH:22]1[CH2:25][O:24][CH2:23]1)[CH2:20][CH3:21])(=[O:16])[C:13]([CH3:15])=[CH2:14].[C:26]([O:31][CH2:32][C:33]1[CH:38]=[CH:37][CH:36]=[CH:35][CH:34]=1)(=[O:30])[C:27]([CH3:29])=[CH2:28].N(C(C)(CC)C([O-])=O)=NC(C)(CC)C([O-])=O>CCCCCCC.C(C(C)=O)C(C)C>[C:7]([O:9][CH:10]([CH3:11])[CH2:12][O:17][CH3:18])(=[O:6])[CH3:8].[C:1]([O:6][CH:7]([O:9][CH2:10][CH3:11])[CH3:8])(=[O:5])[C:2]([CH3:4])=[CH2:3].[C:12]([O:17][CH2:18][CH:19]([CH:22]1[CH2:23][O:24][CH2:25]1)[CH2:20][CH3:21])(=[O:16])[C:13]([CH3:15])=[CH2:14].[C:26]([O:31][CH2:32][C:33]1[CH:34]=[CH:35][CH:36]=[CH:37][CH:38]=1)(=[O:30])[C:27]([CH3:29])=[CH2:28] |f:7.8.9|. Procedure details: A 500 ml three-necked flask was charged with 47.5 g (0.3 mol) of 1-ethoxyethyl methacrylate, 33.2 g (0.18 mol) of 2-(3-oxacyclobutyl)butyl methacrylate, 21.2 g (0.12 mol) of benzyl methacrylate and 300 ml of methyl isobutyl ketone. A catalytic amount of 2,2′-azobis(methyl 2-methylpropionate) as a radical polymerization initiator was added to the mixture, and polymerization was performed in a nitrogen stream at 80° C. for six hours. The obtained reaction liquid was cooled, and poured in a large v... Reactants: CCN=C=NCCCN(C)C, CN(C)c1ccncc1, ClCCl, Cl, O=C(O)CN1CCC(c2ccccc2)(c2ccccc2)C1=O, c1ccc(C2(c3ccccc3)CCNC2)cc1. Product: O=C(CN1CCC(c2ccccc2)(c2ccccc2)C1=O)N1CCC(c2ccccc2)(c2ccccc2)C1. Reaction SMILES: [CH2:41]([N:42]=[C:43]=[N:44][CH2:45][CH2:46][CH2:47][N:48]([CH3:49])[CH3:50])[CH3:51].[CH3:55][N:56]([CH3:57])[c:58]1[cH:59][cH:60][n:61][cH:62][cH:63]1.[Cl:52][CH2:53][Cl:54].[ClH:40].[O:18]=[C:19]1[N:20]([CH2:36][C:37](=[O:38])[OH:39])[CH2:21][CH2:22][C:23]1([c:24]1[cH:25][cH:26][cH:27][cH:28][cH:29]1)[c:30]1[cH:31][cH:32][cH:33][cH:34][cH:35]1.[c:1]1([C:7]2([c:12]3[cH:13][cH:14][cH:15][cH:16][cH:17]3)[CH2:8][NH:9][CH2:10][CH2:11]2)[cH:2][cH:3][cH:4][cH:5][cH:6]1>>[c:1]1([C:7]2([c:12]3[cH:13][cH:14][cH:15][cH:16][cH:17]3)[CH2:8][N:9]([C:37]([CH2:36][N:20]3[C:19](=[O:18])[C:23]([c:24]4[cH:25][cH:26][cH:27][cH:28][cH:29]4)([c:30]4[cH:31][cH:32][cH:33][cH:34][cH:35]4)[CH2:22][CH2:21]3)=[O:38])[CH2:10][CH2:11]2)[cH:2][cH:3][cH:4][cH:5][cH:6]1.